From a dataset of the Open Reaction Database (ORD), a public repository of structured organic reaction records. describe an organic reaction: reactants, conditions, products, and yield Starting materials: ClCCl, O=C(O)c1cc(Cl)cc([N+](=O)[O-])c1O, O=S(=O)(OS(=O)(=O)C(F)(F)F)C(F)(F)F, O, Cc1cccc(C)n1. The product is O=C(O)c1cc(Cl)cc([N+](=O)[O-])c1OS(=O)(=O)C(F)(F)F. RXN SMILES: [CH2:39]([Cl:40])[Cl:41].[Cl:24][c:25]1[cH:26][c:27]([N+:35](=[O:36])[O-:37])[c:28]([OH:34])[c:29]([C:30](=[O:31])[OH:32])[cH:33]1.[F:9][C:10]([S:11](=[O:12])(=[O:13])[O:14][S:15]([C:16]([F:17])([F:18])[F:19])(=[O:20])=[O:21])([F:22])[F:23].[OH2:38].[n:1]1[c:2]([CH3:3])[cH:4][cH:5][cH:6][c:7]1[CH3:8]>>[F:9][C:10]([S:11](=[O:12])(=[O:13])[O:14][c:28]1[c:27]([N+:35](=[O:36])[O-:37])[cH:26][c:25]([Cl:24])[cH:33][c:29]1[C:30](=[O:31])[OH:32])([F:22])[F:23]. Starting materials: CSc1nccn1CC1(c2ccc(OCCCN3CCCC3)cc2)CCOCC1, CCO, O. The product is c1cn(CC2(c3ccc(OCCCN4CCCC4)cc3)CCOCC2)cn1. As a reaction SMILES: [CH3:1][S:2][c:3]1[n:4]([CH2:8][C:9]2([c:15]3[cH:16][cH:17][c:18]([O:21][CH2:22][CH2:23][CH2:24][N:25]4[CH2:26][CH2:27][CH2:28][CH2:29]4)[cH:19][cH:20]3)[CH2:10][CH2:11][O:12][CH2:13][CH2:14]2)[cH:5][cH:6][n:7]1.[CH3:30][CH2:31][OH:32].[OH2:33]>>[cH:3]1[n:4]([CH2:8][C:9]2([c:15]3[cH:16][cH:17][c:18]([O:21][CH2:22][CH2:23][CH2:24][N:25]4[CH2:26][CH2:27][CH2:28][CH2:29]4)[cH:19][cH:20]3)[CH2:10][CH2:11][O:12][CH2:13][CH2:14]2)[cH:5][cH:6][n:7]1. Reactants: O=[N+]([O-])c1cc(Cl)ccc1Br, [K+], [K+], O=C([O-])[O-], CN(C)C=O, O=Cc1cccc(O)c1. The product is O=Cc1cccc(Oc2ccc(Cl)cc2[N+](=O)[O-])c1. As a reaction SMILES: [Br:1][c:2]1[c:3]([N+:9](=[O:10])[O-:11])[cH:4][c:5]([Cl:8])[cH:6][cH:7]1.[K+:21].[K+:22].[O-:23][C:24]([O-:25])=[O:26].[O:27]=[CH:28][N:29]([CH3:30])[CH3:31].[OH:12][c:13]1[cH:14][c:15]([CH:16]=[O:17])[cH:18][cH:19][cH:20]1>>[c:2]1([O:12][c:13]2[cH:14][c:15]([CH:16]=[O:17])[cH:18][cH:19][cH:20]2)[c:3]([N+:9](=[O:10])[O-:11])[cH:4][c:5]([Cl:8])[cH:6][cH:7]1. Reactants: O=C(O)CCC[P+](c1ccccc1)(c1ccccc1)c1ccccc1, CS(C)=O, [Cl-], Cl, [H-], [Na+], O, O=Cc1ccccn1. Product: O=C(O)CCC=Cc1ccccn1. RXN SMILES: [C:4](=[O:5])([OH:6])[CH2:7][CH2:8][CH2:9][P+:10]([c:11]1[cH:12][cH:13][cH:14][cH:15][cH:16]1)([c:17]1[cH:18][cH:19][cH:20][cH:21][cH:22]1)[c:23]1[cH:24][cH:25][cH:26][cH:27][cH:28]1.[CH3:38][S:39](=[O:40])[CH3:41].[Cl-:3].[ClH:37].[H-:1].[Na+:2].[OH2:42].[n:29]1[c:30]([CH:35]=[O:36])[cH:31][cH:32][cH:33][cH:34]1>>[C:4](=[O:5])([OH:6])[CH2:7][CH2:8][CH:9]=[CH:35][c:30]1[n:29][cH:34][cH:33][cH:32][cH:31]1.